From a dataset of the Open Reaction Database (ORD), a public repository of structured organic reaction records. describe an organic reaction: reactants, conditions, products, and yield The reactants are ClC1=C(C(=O)O)C=CC(=C1)Cl (2,4-dichlorobenzoic acid), NCC=1C=NC=CC1 (3-aminomethylpyridine), C(=O)([O-])[O-].[K+].[K+] (K2CO3), CuBr, C(C)(=O)O (acetic acid). Run in CN(C)C=O (DMF), O (water). Reaction conditions: temperature 150 celsius. Yields the product ClC1=CC(=C(C(=O)O)C=C1)NCC=1C=NC=CC1 (4-Chloro-2-(3-pyridylmethylamino)benzoic acid). The yield is 29.9%. Reaction SMILES: Cl[C:2]1[CH:10]=[C:9]([Cl:11])[CH:8]=[CH:7][C:3]=1[C:4]([OH:6])=[O:5].[NH2:12][CH2:13][C:14]1[CH:15]=[N:16][CH:17]=[CH:18][CH:19]=1.C([O-])([O-])=O.[K+].[K+].C(O)(=O)C>CN(C=O)C.O>[Cl:11][C:9]1[CH:8]=[CH:7][C:3]([C:4]([OH:6])=[O:5])=[C:2]([NH:12][CH2:13][C:14]2[CH:15]=[N:16][CH:17]=[CH:18][CH:19]=2)[CH:10]=1 |f:2.3.4|. Procedure: A mixture of 2,4-dichlorobenzoic acid (10 g, 53 mmol), 3-aminomethylpyridine (4.5 ml, 44 mmol), K2CO3 (7.8g, 56 mmol) and CuBr (80 mg, cat) in DMF (20 ml) was heated at 150° C. for 1 hour, cooled to 0° C., diluted with water (80 ml) and carefully acidified with glacial acetic acid. The resulting solid was collected by filtration, washed with water, acetone and ether to give the pure product (>99% by HPLC) as a bluish white solid (3.46 g, 30%), m.p. 235°-236° C.; 1H NMR d (DMSO, 360 MHz, 353 K) 8... Reactants: CC(Nc1cc(-c2nc(C3=CCN(C(=O)OC(C)(C)C)CC3)n3cnnc3c2-c2cccc(C(F)(F)F)c2)ccn1)c1ccccc1, OCC1CCCN1c1nc(-c2ccnc(Cl)c2)c(-c2cccc(C(F)(F)F)c2)c2nncn12. The product is CC(Nc1cc(-c2nc(N3CCCC3CO)n3cnnc3c2-c2cccc(C(F)(F)F)c2)ccn1)c1ccccc1. As a reaction SMILES: [C:34]([O:35][C:36]([N:37]1[CH2:38][CH:39]=[C:40]([c:41]2[n:42]3[cH:43][n:44][n:45][c:46]3[c:47](-[c:48]3[cH:49][cH:50][cH:51][c:52]([C:53]([F:54])([F:55])[F:56])[cH:57]3)[c:58](-[c:59]3[cH:60][cH:61][n:62][c:63]([NH:72][CH:73]([CH3:74])[c:75]4[cH:76][cH:77][cH:78][cH:79][cH:80]4)[cH:64]3)[n:65]2)[CH2:66][CH2:67]1)=[O:68])([CH3:69])([CH3:70])[CH3:71].[OH:1][CH2:2][CH:3]1[N:4]([c:8]2[n:9][c:10](-[c:27]3[cH:28][c:29]([Cl:33])[n:30][cH:31][cH:32]3)[c:11](-[c:17]3[cH:18][c:19]([C:23]([F:24])([F:25])[F:26])[cH:20][cH:21][cH:22]3)[c:12]3[n:13]2[cH:14][n:15][n:16]3)[CH2:5][CH2:6][CH2:7]1>>[OH:1][CH2:2][CH:3]1[N:4]([c:8]2[n:9][c:10](-[c:27]3[cH:28][c:29]([NH:72][CH:73]([CH3:74])[c:75]4[cH:76][cH:77][cH:78][cH:79][cH:80]4)[n:30][cH:31][cH:32]3)[c:11](-[c:17]3[cH:18][c:19]([C:23]([F:24])([F:25])[F:26])[cH:20][cH:21][cH:22]3)[c:12]3[n:13]2[cH:14][n:15][n:16]3)[CH2:5][CH2:6][CH2:7]1. The reactants are [N+](=O)([O-])C=1C=C2C(=NNC2=CC1)NC(C1=CC=CC=C1)=O (N-(5-nitro-1H-indazol-3-yl)benzamide), powder, N (ammonia), C(C)O (ethanol), ferrous sulfate. Run in O (water). Product: NC=1C=C2C(=NNC2=CC1)NC(C1=CC=CC=C1)=O (N-(5-amino-1H-indazol-3-yl)benzamide). Isolated yield 74.6%. RXN SMILES: [N+:1]([C:4]1[CH:5]=[C:6]2[C:10](=[CH:11][CH:12]=1)[NH:9][N:8]=[C:7]2[NH:13][C:14](=[O:21])[C:15]1[CH:20]=[CH:19][CH:18]=[CH:17][CH:16]=1)([O-])=O.C(O)C.N>O>[NH2:1][C:4]1[CH:5]=[C:6]2[C:10](=[CH:11][CH:12]=1)[NH:9][N:8]=[C:7]2[NH:13][C:14](=[O:21])[C:15]1[CH:20]=[CH:19][CH:18]=[CH:17][CH:16]=1. Procedure details: N-(5-Amino-1H-indazol-3-yl)benzamide can be obtained as described in Example 4 from 0.6 g of N-(5-nitro-1H-indazol-3-yl)benzamide, 21 ml of ethanol, 4.2 g of ferrous sulfate, 6.6 ml of water and 5.1 ml of 32% aqueous ammonia. 0.4 g of N-(5-amino-1H-indazol-3-yl)benzamide is thus obtained in the form of a yellow powder melting at 116° C. Starting materials: C(C)(C)(C)OC(=O)N1CCC(CC1)OCC1=NOC(=N1)C1=CC=2C(=NC=CC2O1)CO (4-[5-(4-Hydroxymethylfuro[3,2-c]pyridin-2-yl)-[1,2,4]oxadiazol-3-ylmethoxy]-piperidine-1-carboxylic acid tert-butyl ester), CC(=O)OI1(C=2C=CC=CC2C(=O)O1)(OC(=O)C)OC(=O)C (Dess-Martin periodinane). Solvent: CO (MeOH), C(Cl)Cl (CH2Cl2). Conditions: time 3 hour. Product: C(C)(C)(C)OC(=O)N1CCC(CC1)OCC1=NOC(=N1)C1=CC=2C(=NC=CC2O1)C=O (4-[5-(4-Formylfuro[3,2-c]pyridine-2-yl)-[1,2,4]oxadiazole-3-ylmethoxy]piperidine-1-carboxylic acid tert-butyl ester). RXN SMILES: [C:1]([O:5][C:6]([N:8]1[CH2:13][CH2:12][CH:11]([O:14][CH2:15][C:16]2[N:20]=[C:19]([C:21]3[O:29][C:28]4[CH:27]=[CH:26][N:25]=[C:24]([CH2:30][OH:31])[C:23]=4[CH:22]=3)[O:18][N:17]=2)[CH2:10][CH2:9]1)=[O:7])([CH3:4])([CH3:3])[CH3:2].CC(OI1(OC(C)=O)(OC(C)=O)OC(=O)C2C=CC=CC1=2)=O>C(Cl)Cl.CO>[C:1]([O:5][C:6]([N:8]1[CH2:13][CH2:12][CH:11]([O:14][CH2:15][C:16]2[N:20]=[C:19]([C:21]3[O:29][C:28]4[CH:27]=[CH:26][N:25]=[C:24]([CH:30]=[O:31])[C:23]=4[CH:22]=3)[O:18][N:17]=2)[CH2:10][CH2:9]1)=[O:7])([CH3:4])([CH3:2])[CH3:3]. Procedure details: To a solution of 4-[5-(4-hydroxymethylfuro[3,2-c]pyridine-2-yl)-[1,2,4]oxadiazole-3-ylmethoxy]piperidine-1-carboxylic acid tert-butyl ester (Example 24, 25 mg, 58 μmol) in CH2Cl2 was added Dess-Martin periodinane (32 mg, 75 μmol). After 3 h at 20° C., the mixture was diluted with MeOH, adsorbed onto SiO2 and purified by column chromatography to furnish the title compound: RT=3.27 min; m/z (ES+)=429.1 [M+H]+. Starting materials: ClC1=NC=NC=C1C1=C2N=CN(C2=NC=N1)C1OCCCC1 (6-(4-chloropyrimidin-5-yl)-9-(tetrahydro-2H-pyran-2-yl)-9H-purine), ClC1=CC=C(C=C1)NC1=NC=CC=2C(=C(C=CC12)C)N (N1-(4-chlorophenyl)-6-methylisoquinoline-1,5-diamine). Solvent: CN(C)C=O (DMF). Reaction conditions: temperature 70 celsius. The product is N1=CN=C2NC=NC2=C1C=1C(=NC=NC1)NC=1C=2C=CN=C(C2C=CC1C)NC1=CC=C(C=C1)Cl (N5-(5-(9H-purin-6-yl)pyrimidin-4-yl)-N1-(4-chlorophenyl)-6-methylisoquinoline-1,5-diamine). Reaction SMILES: Cl[C:2]1[C:7]([C:8]2[N:16]=[CH:15][N:14]=[C:13]3[C:9]=2[N:10]=[CH:11][N:12]3C2CCCCO2)=[CH:6][N:5]=[CH:4][N:3]=1.[Cl:23][C:24]1[CH:29]=[CH:28][C:27]([NH:30][C:31]2[C:40]3[CH:39]=[CH:38][C:37]([CH3:41])=[C:36]([NH2:42])[C:35]=3[CH:34]=[CH:33][N:32]=2)=[CH:26][CH:25]=1>CN(C=O)C>[N:16]1[C:8]([C:7]2[C:2]([NH:42][C:36]3[C:35]4[CH:34]=[CH:33][N:32]=[C:31]([NH:30][C:27]5[CH:28]=[CH:29][C:24]([Cl:23])=[CH:25][CH:26]=5)[C:40]=4[CH:39]=[CH:38][C:37]=3[CH3:41])=[N:3][CH:4]=[N:5][CH:6]=2)=[C:9]2[C:13]([NH:12][CH:11]=[N:10]2)=[N:14][CH:15]=1. Reported procedure: In a 2 mL microwave reaction tube were added 6-(4-chloropyrimidin-5-yl)-9-(tetrahydro-2H-pyran-2-yl)-9H-purine (31 mg, 98 mop and N1-(4-chlorophenyl)-6-methylisoquinoline-1,5-diamine (28 mg, 98 μmol) in DMF (0.6 mL). The mixture was thoroughly mixed and flushed with argon then sealed. It was stirred at 70° C. The temperature was raised to 90° C. after 2 hrs and allowed over night. The reaction mixture was partitioned in EtOAc and NaHCO3. The organic layer was washed with brine and dried over Na2... Starting materials: NC1=NC=C(C2=C1C(=CS2)C2=CC=C(C=C2)NC(OC(C)(C)C)=O)I (tert-butyl 4-(4-amino-7-iodothieno[3,2-c]pyridin-3-yl)phenylcarbamate), pyridyl-2-trimethylstannane, PdCl2(o-tol3P)2. Reagents/catalysts: [Cu]I (CuI). The solvent is COCCOC (DME). Conditions: temperature 90 celsius. Yields the product NC1=NC=C(C2=C1C(=CS2)C2=CC=C(C=C2)NC(OC(C)(C)C)=O)C2=NC=CC=C2 (tert-butyl 4-(4-amino-7-pyridin-2-ylthieno[3,2-c]pyridin-3-yl)phenylcarbamate). Isolated yield 66.3%. As a reaction SMILES: [NH2:1][C:2]1[C:7]2[C:8]([C:11]3[CH:16]=[CH:15][C:14]([NH:17][C:18](=[O:24])[O:19][C:20]([CH3:23])([CH3:22])[CH3:21])=[CH:13][CH:12]=3)=[CH:9][S:10][C:6]=2[C:5](I)=[CH:4][N:3]=1>COCCOC.[Cu]I>[NH2:1][C:2]1[C:7]2[C:8]([C:11]3[CH:16]=[CH:15][C:14]([NH:17][C:18](=[O:24])[O:19][C:20]([CH3:23])([CH3:22])[CH3:21])=[CH:13][CH:12]=3)=[CH:9][S:10][C:6]=2[C:5]([C:2]2[CH:7]=[CH:6][CH:5]=[CH:4][N:3]=2)=[CH:4][N:3]=1. Reported procedure: A suspension of Example 77A (734 mg, 1.6 mmol) and pyridyl-2-trimethylstannane (418 mg, 1.72 mmol) in DME (12 mL) was degassed with nitrogen, and PdCl2(o-tol3P)2 (62 mg, 0.078 mmol) and CuI (15 mg, 0.078 mmol) were added. The reaction vessel was sealed and the reaction was heated to 90° C. for 16 h. After cooling, the mixture was partitioned between EtOAc and H2O. The extracts were dried (Na2SO4) and concentrated, and the residue was purified by flash chromatography on silica gel, eluting with 4... Starting materials: FC1=C(N(C(=O)O[C@H]2CN3CCC2CC3)CC=3C=C(C(=O)OC)C=CC3)C=CC=C1 (methyl 3-[(2-fluoro-N-[(3R)-quinuclidin-3-yl]oxycarbonyl-anilino)methyl]benzoate), O.[OH-].[Li+] (lithium hydroxide hydrate). The solvent is O1CCCC1 (tetrahydrofuran), CO (methanol), O (water). Conditions: time 24 hour. The product is FC1=C(N(C(=O)O[C@H]2CN3CCC2CC3)CC=3C=C(C(=O)O)C=CC3)C=CC=C1 (3-[(2-fluoro-N-[(3R)-quinuclidin-3-yl]oxycarbonyl-anilino)methyl]benzoic acid). The yield is 88.1%. Reaction SMILES: [F:1][C:2]1[CH:30]=[CH:29][CH:28]=[CH:27][C:3]=1[N:4]([CH2:16][C:17]1[CH:18]=[C:19]([CH:24]=[CH:25][CH:26]=1)[C:20]([O:22]C)=[O:21])[C:5]([O:7][C@@H:8]1[CH:13]2[CH2:14][CH2:15][N:10]([CH2:11][CH2:12]2)[CH2:9]1)=[O:6].O.[OH-].[Li+]>O1CCCC1.CO.O>[F:1][C:2]1[CH:30]=[CH:29][CH:28]=[CH:27][C:3]=1[N:4]([CH2:16][C:17]1[CH:18]=[C:19]([CH:24]=[CH:25][CH:26]=1)[C:20]([OH:22])=[O:21])[C:5]([O:7][C@@H:8]1[CH:13]2[CH2:14][CH2:15][N:10]([CH2:11][CH2:12]2)[CH2:9]1)=[O:6] |f:1.2.3|. Procedure details: To a stirred solution of methyl 3-[(2-fluoro-N-[(3R)-quinuclidin-3-yl]oxycarbonyl-anilino)methyl]benzoate (4.12 g, 10 mmol) in tetrahydrofuran (45 mL) and methanol (45 mL) was added lithium hydroxide hydrate (839 mg, 20 mmol) in water (18 mL), and the mixture was stirred at room temperature for 24 hours. The solvent was removed in vacuo and the residue was purified using an SCX-2 cartridge eluting sequentially with methanol and 7 N methanolic ammonia. The product was triturated with THF (×5) and... Reactants: CC(C)(C)OC(=O)N=C(C#N)c1ccccc1, CC1CNCC(C)N1, C1CCOC1. Yields the product CC1CN(C(=O)OC(C)(C)C)CC(C)N1. Reaction SMILES: [C:9]([CH3:10])([CH3:11])([CH3:12])[O:13][C:14](=[O:15])[N:16]=[C:17]([c:18]1[cH:19][cH:20][cH:21][cH:22][cH:23]1)[C:24]#[N:25].[CH3:1][CH:2]1[NH:3][CH:4]([CH3:8])[CH2:5][NH:6][CH2:7]1.[O:26]1[CH2:27][CH2:28][CH2:29][CH2:30]1>>[CH3:1][CH:2]1[NH:3][CH:4]([CH3:8])[CH2:5][N:6]([C:14]([O:13][C:9]([CH3:10])([CH3:11])[CH3:12])=[O:15])[CH2:7]1. Reactants: resultant mixture, [OH-].[K+] (KOH), CO (MeOH), O[C@@](CCN(C(OC1=CC=CC=C1)=O)[C@@H](C)C1=CC=C(C=C1)C1=CC(N(C=C1)C)=O)(CC(C)(C)O)C1=CC=CC=C1 (phenyl (S)-3,5-dihydroxy-5-methyl-3-phenylhexyl((S)-1-(4-(1-methyl-2-oxo-1,2-dihydropyridin-4-yl)phenyl)ethyl)carbamate), O (water). Solvent: CN1C(CCC1)=O (1-methylpyrrolidin-2-one). Run at temperature 25 celsius, time 0.5 hour. The product is OC(C[C@@]1(CCN(C(O1)=O)[C@@H](C)C1=CC=C(C=C1)C1=CC(N(C=C1)C)=O)C1=CC=CC=C1)(C)C ((S)-6-(2-hydroxy-2-methylpropyl)-3-((S)-1-(4-(1-methyl-2-oxo-1,2-dihydropyridin-4-yl)phenyl)ethyl)-6-phenyl-1,3-oxazinan-2-one). RXN SMILES: [OH-:1].[K+].[CH3:3][OH:4].O[C@:6]([C:40]1[CH:45]=[CH:44][CH:43]=[CH:42][CH:41]=1)([CH2:35][C:36](O)([CH3:38])[CH3:37])[CH2:7][CH2:8][N:9]([C@H:19]([C:21]1[CH:26]=[CH:25][C:24]([C:27]2[CH:32]=[CH:31][N:30]([CH3:33])[C:29](=[O:34])[CH:28]=2)=[CH:23][CH:22]=1)[CH3:20])C(=O)OC1C=CC=CC=1.[OH2:46]>CN1CCCC1=O>[OH:1][C:36]([CH3:38])([CH3:37])[CH2:35][C@@:6]1([C:40]2[CH:45]=[CH:44][CH:43]=[CH:42][CH:41]=2)[O:4][C:3](=[O:46])[N:9]([C@H:19]([C:21]2[CH:26]=[CH:25][C:24]([C:27]3[CH:32]=[CH:31][N:30]([CH3:33])[C:29](=[O:34])[CH:28]=3)=[CH:23][CH:22]=2)[CH3:20])[CH2:8][CH2:7]1 |f:0.1|. Reported procedure: A solution of 25% KOH in MeOH (1.21 g, 5.41 mmol) is added to a solution of 14 (1.00 g, 1.80 mmol) in 1-methylpyrrolidin-2-one (NMP, 4 mL). The resultant mixture is stirred at about 25° C. for 15 h, treated with water (15 mL), and stirred at 25° C. for 0.5 h. The resultant solids are collected via filtration, rinsed with MeOH/water (⅓, 20 mL), and dried to provide 13 as white solid. Yield: 0.68 g, 81.4%. Purity: 99.6 area % at 220 nm. 1H NMR (DMSO-d6, 500 MHz): δ 7.74 (d, J=7.1 Hz, 1H), 7.43 (d,... Starting materials: COC(Cn1ncc2cc(Oc3ccc(F)cc3C#N)ccc21)OC, ClCCl, C[Si](C)(C)I, [Na+], O=C([O-])O. Product: N#Cc1cc(F)ccc1Oc1ccc2c(cnn2CC=O)c1. As a reaction SMILES: [CH3:1][O:2][CH:3]([CH2:4][n:5]1[n:6][cH:7][c:8]2[cH:9][c:10]([O:14][c:15]3[c:16]([C:17]#[N:18])[cH:19][c:20]([F:23])[cH:21][cH:22]3)[cH:11][cH:12][c:13]12)[O:24][CH3:25].[Cl:36][CH2:37][Cl:38].[I:26][Si:27]([CH3:28])([CH3:29])[CH3:30].[Na+:35].[O-:31][C:32]([OH:33])=[O:34]>>[O:2]=[CH:3][CH2:4][n:5]1[n:6][cH:7][c:8]2[cH:9][c:10]([O:14][c:15]3[c:16]([C:17]#[N:18])[cH:19][c:20]([F:23])[cH:21][cH:22]3)[cH:11][cH:12][c:13]12.